Dataset: the Open Reaction Database (ORD), a public repository of structured organic reaction records. Task: describe an organic reaction: reactants, conditions, products, and yield Starting materials: CC(=O)Nc1ccc(Br)c(C(=O)O)c1[N+](=O)[O-], C1CCOC1, C[Si](C)(C)C=[N+]=[N-], CCCCCC, CO. Yields the product COC(=O)c1c(Br)ccc(NC(C)=O)c1[N+](=O)[O-]. RXN SMILES: [C:1]([CH3:2])(=[O:3])[NH:4][c:5]1[c:6]([N+:15](=[O:16])[O-:17])[c:7]([C:8](=[O:9])[OH:10])[c:11]([Br:14])[cH:12][cH:13]1.[CH2:31]1[O:32][CH2:33][CH2:34][CH2:35]1.[CH3:18][Si:19]([CH:20]=[N+:21]=[N-:22])([CH3:23])[CH3:24].[CH3:25][CH2:26][CH2:27][CH2:28][CH2:29][CH3:30].[CH3:36][OH:37]>>[C:1]([CH3:2])(=[O:3])[NH:4][c:5]1[c:6]([N+:15](=[O:16])[O-:17])[c:7]([C:8]([O:9][CH3:18])=[O:10])[c:11]([Br:14])[cH:12][cH:13]1. The reactants are Cl.ClC1=CC=C(C=C1)NN (4-Chlorophenylhydrazine hydrochloride), C(C)(=O)[O-].[Na+] (sodium acetate), C(C)=O (acetaldhyde). Run in O (water), C(C)O (ethanol), O (water). Reaction conditions: time 30 minute. Product: ClC1=CC=C(C=C1)NN=CC (acetaldehyde 4-chlorophenylhydrazone). Reaction SMILES: Cl.[Cl:2][C:3]1[CH:8]=[CH:7][C:6]([NH:9][NH2:10])=[CH:5][CH:4]=1.[C:11]([O-])(=O)[CH3:12].[Na+].C(=O)C>O.C(O)C>[Cl:2][C:3]1[CH:8]=[CH:7][C:6]([NH:9][N:10]=[CH:11][CH3:12])=[CH:5][CH:4]=1 |f:0.1,2.3|. Procedure: 4-Chlorophenylhydrazine hydrochloride (5.0 g) and 3.4 g of sodium acetate were dissolved in a mixture of 50 ml of water and 25 ml of ethanol, to which 1.69 g of 80% acetaldhyde aqueous solution were added dropwise at room temperature, and the resulting mixture was stirred for 30 minutes at room temperature. After adding 50 ml of water, the reaction mixture was extracted with ethyl acetate. The organic layer was washed with water and saturated sodium chloride solution, dried and distilled off to ... Starting materials: CCC(CC)O (3-pentanol), [H-].[Na+] (sodium hydride), O (water), ClC=1C2=C(C(N(N1)C)=O)N(C=C2)C2=C(C=C(C=C2)C)C (4-chloro-1-(2,4-dimethylphenyl)-6-methyl-1,6-dihydro-7H-pyrrolo[2,3-d]pyridazin-7-one). Solvent: CN(C)C=O (DMF). Run at temperature 60 celsius, time 3 hour. Yields the product CC1=C(C=CC(=C1)C)N1C=CC2=C1C(N(N=C2OC(CC)CC)C)=O (1-(2,4-Dimethylphenyl)-4-(1-ethylpropoxy)-6-methyl-1,6-dihydro-7H-pyrrolo[2,3-d]pyridazin-7-one). The yield is 94.3%. Reaction SMILES: [CH3:1][CH2:2][CH:3]([OH:6])[CH2:4][CH3:5].[H-].[Na+].Cl[C:10]1[C:11]2[CH:20]=[CH:19][N:18]([C:21]3[CH:26]=[CH:25][C:24]([CH3:27])=[CH:23][C:22]=3[CH3:28])[C:12]=2[C:13](=[O:17])[N:14]([CH3:16])[N:15]=1.O>CN(C=O)C>[CH3:28][C:22]1[CH:23]=[C:24]([CH3:27])[CH:25]=[CH:26][C:21]=1[N:18]1[C:12]2[C:13](=[O:17])[N:14]([CH3:16])[N:15]=[C:10]([O:6][CH:3]([CH2:4][CH3:5])[CH2:2][CH3:1])[C:11]=2[CH:20]=[CH:19]1 |f:1.2|. Procedure details: To a solution 3-pentanol (0.064 ml, 0.60 mmol) in DMF (1 ml) was added sodium hydride (60% in oil, 24 mg, 0.60 mmol). The mixture was stirred for 10 min before addition of 4-chloro-1-(2,4-dimethylphenyl)-6-methyl-1,6-dihydro-7H-pyrrolo[2,3-d]pyridazin-7-one (43.2 mg, 0.15 mmol). The mixture was stirred at 60° C. for 3 hours, then dilated with water (30 ml) and extracted with ethyl acetate (50 ml). The extract was washed with water, dried over magnesium sulfate and concentrated in vacuo. The resi... The reactants are N-aryl-benzenesulfonamides, CC=1OC(=CN1)C1=CC=C(C=C1)S(=O)(=O)Cl (4-(2-methyl-oxazol-5-yl)-benzenesulfonyl chloride), NC1=C(C=C(C=C1)Cl)C(=O)C1=NC(=CC=C1)C ((2-Amino-5-chloro-phenyl)-(6-methyl-pyridin-2-yl)-methanone). Product: ClC1=CC(=C(C=C1)NS(=O)(=O)C1=CC=C(C=C1)C1=CN=C(O1)C)C(=O)C1=NC(=CC=C1)C (N-[4-Chloro-2-(6-methyl-pyridine-2-carbonyl)-phenyl]-4-(2-methyl-oxazol-5-yl)-benzenesulfonamide). RXN SMILES: [CH3:1][C:2]1[O:3][C:4]([C:7]2[CH:12]=[CH:11][C:10]([S:13](Cl)(=[O:15])=[O:14])=[CH:9][CH:8]=2)=[CH:5][N:6]=1.[NH2:17][C:18]1[CH:23]=[CH:22][C:21]([Cl:24])=[CH:20][C:19]=1[C:25]([C:27]1[CH:32]=[CH:31][CH:30]=[C:29]([CH3:33])[N:28]=1)=[O:26]>>[Cl:24][C:21]1[CH:22]=[CH:23][C:18]([NH:17][S:13]([C:10]2[CH:11]=[CH:12][C:7]([C:4]3[O:3][C:2]([CH3:1])=[N:6][CH:5]=3)=[CH:8][CH:9]=2)(=[O:15])=[O:14])=[C:19]([C:25]([C:27]2[CH:32]=[CH:31][CH:30]=[C:29]([CH3:33])[N:28]=2)=[O:26])[CH:20]=1. Procedure details: The title compound was prepared according to the general procedure for the preparation of N-aryl-benzenesulfonamides using 4-(2-methyl-oxazol-5-yl)-benzenesulfonyl chloride and (2-Amino-5-chloro-phenyl)-(6-methyl-pyridin-2-yl)-methanone and purified by HPLC. MS: m/z 468.0 (M++1). Reactants: C(C1=CC=CC=C1)N1CC(C2(CCN(C2=O)C2=C(C(CC2)=O)C)CC1)O (8-benzyl-6-hydroxy-2-(2-methyl-3-oxocyclopent-1-en-1-yl)-2,8-diazaspiro[4.5]decan-1-one), C(C)(C)(C)OC(OC(C)(C)C)=O (di-tert-butylcarbonate), OCC1(O)[C@H](O)[C@H](O)[C@H](O)CO1 (Psi). The reagents and catalysts are [Pd] (palladium on carbon). Solvent: CO (methanol). The product is OC1C2(CCN(C2=O)C=2COC(C2C)=O)CCN(C1)C(=O)OC(C)(C)C (tert-butyl 6-hydroxy-2-(4-methyl-5-oxo-2,5-dihydrofuran-3-yl)-1-oxo-2,8-diazaspiro[4.5]decane-8-carboxylate). Reaction SMILES: C([N:8]1[CH2:25][CH2:24][C:11]2([C:15](=[O:16])[N:14]([C:17]3[CH2:21]C[C:19](=[O:22])[C:18]=3[CH3:23])[CH2:13][CH2:12]2)[CH:10]([OH:26])[CH2:9]1)C1C=CC=CC=1.C(O[C:32](=[O:38])[O:33][C:34]([CH3:37])([CH3:36])[CH3:35])(C)(C)C.[OH:39]CC1(OC[C@@H](O)[C@@H](O)[C@H]1O)O>CO.[Pd]>[OH:26][CH:10]1[CH2:9][N:8]([C:32]([O:33][C:34]([CH3:35])([CH3:36])[CH3:37])=[O:38])[CH2:25][CH2:24][C:11]21[C:15](=[O:16])[N:14]([C:17]1[CH2:21][O:39][C:19](=[O:22])[C:18]=1[CH3:23])[CH2:13][CH2:12]2. Reported procedure: To a solution of 8-benzyl-6-hydroxy-2-(2-methyl-3-oxocyclopent-1-en-1-yl)-2,8-diazaspiro[4.5]decan-1-one (CIS) (10 g, 28.2 mmol) and di-tert-butylcarbonate (7.21 ml, 31.0 mmol) in methanol (50 ml) was added palladium on carbon (1.501 g, 1.411 mmol), and the resulting mixture was subjected to hydrogenation at 45 Psi at rt over the weekend. The suspension was filtered through CELITE® under nitrogen, the filtrate was concentrated and the residue was purified on silica gel using ethyl acetatehexane ... Reactants: C(C)(C)O (isopropanol), [Al] (aluminum), [H][H] (hydrogen). Yields the product CC([O-])C.[Al+3].CC([O-])C.CC([O-])C (Aluminum isopropoxide). Reaction SMILES: [CH:1]([OH:4])([CH3:3])[CH3:2].[Al:5].[H][H]>>[CH3:2][CH:1]([CH3:3])[O-:4].[Al+3:5].[CH3:2][CH:1]([CH3:3])[O-:4].[CH3:2][CH:1]([CH3:3])[O-:4] |f:3.4.5.6|. Procedure: Aluminum isopropoxide was prepared by refluxing 240 grams of isopropanol (four moles) under a nitrogen atmosphere then adding 27 grams (1 mole) of finely divided aluminum metal. The reaction proceeded with hydrogen evolution. The product was kept in a sealed flask for further testing. The reactants are FC(C1=CC2=C(N=C(S2)N2CCC(CC2)C#N)C=C1)(F)F (1-(6-trifluoromethyl benzothiazole-2-yl)piperidine-4-carbonitrile), C[Si](C)(C)[N-][Si](C)(C)C.[Li+] (lithium bis(trimethylsilyl)amide), BrCCO[Si](C)(C)C(C)(C)C ((2-bromoethoxy)-t-butyldimethyl silane). Run in [Cl-].[Na+].O (brine), O1CCCC1 (tetrahydrofuran). Reaction conditions: temperature 0 celsius, time 3 hour. Yields the product [Si](C)(C)(C(C)(C)C)OCCC1(CCN(CC1)C=1SC2=C(N1)C=CC(=C2)C(F)(F)F)C#N (4-[2-(t-butyldimethylsilyloxy)ethyl]-1-(6-trifluoromethyl benzothiazole-2-yl)piperidine-4-carbonitrile). The yield is 82.0%. As a reaction SMILES: [F:1][C:2]([F:21])([F:20])[C:3]1[CH:19]=[CH:18][C:6]2[N:7]=[C:8]([N:10]3[CH2:15][CH2:14][CH:13]([C:16]#[N:17])[CH2:12][CH2:11]3)[S:9][C:5]=2[CH:4]=1.C[Si]([N-][Si](C)(C)C)(C)C.[Li+].Br[CH2:33][CH2:34][O:35][Si:36]([C:39]([CH3:42])([CH3:41])[CH3:40])([CH3:38])[CH3:37]>O1CCCC1.[Cl-].[Na+].O>[Si:36]([O:35][CH2:34][CH2:33][C:13]1([C:16]#[N:17])[CH2:14][CH2:15][N:10]([C:8]2[S:9][C:5]3[CH:4]=[C:3]([C:2]([F:1])([F:20])[F:21])[CH:19]=[CH:18][C:6]=3[N:7]=2)[CH2:11][CH2:12]1)([C:39]([CH3:42])([CH3:41])[CH3:40])([CH3:38])[CH3:37] |f:1.2,5.6.7|. Procedure: To a solution of 1-(6-trifluoromethyl benzothiazole-2-yl)piperidine-4-carbonitrile (1.00 g) in tetrahydrofuran (10 mL) was added lithium bis(trimethylsilyl)amide (3.21 mL) at −15° C. To the reaction solution was added (2-bromoethoxy)-t-butyldimethyl silane (689 μL). The mixture was stirred at 0° C. for 3 hours. To the reaction solution was added brine and extracted with ethyl acetate. The organic layer was washed with water and brine, and dried over magnesium sulphate. The solvent was evaporated...